describe an organic reaction: reactants, conditions, products, and yield From a dataset of the Open Reaction Database (ORD), a public repository of structured organic reaction records. Starting materials: COC(=O)C(Cc1ccc2c(c1)OCC(c1ccc(OCc3ccc(Cl)c(Cl)c3)cc1)O2)NC(=O)OC(C)(C)C, ClCCl, C1COCCO1. Yields the product COC(=O)C1Cc2cc3c(cc2CN1C(=O)OC(C)(C)C)OC(c1ccc(OCc2ccc(Cl)c(Cl)c2)cc1)CO3. RXN SMILES: [CH3:1][O:2][C:3]([CH:4]([CH2:5][c:6]1[cH:7][c:8]2[c:9]([cH:30][cH:31]1)[O:10][CH:11]([c:14]1[cH:15][cH:16][c:17]([O:20][CH2:21][c:22]3[cH:23][c:24]([Cl:29])[c:25]([Cl:28])[cH:26][cH:27]3)[cH:18][cH:19]1)[CH2:12][O:13]2)[NH:32][C:33](=[O:34])[O:35][C:36]([CH3:37])([CH3:38])[CH3:39])=[O:40].[Cl:41][CH2:42][Cl:43].[O:44]1[CH2:45][CH2:46][O:47][CH2:48][CH2:49]1>>[CH3:1][O:2][C:3]([CH:4]1[CH2:5][c:6]2[cH:7][c:8]3[c:9]([cH:30][c:31]2[CH2:42][N:32]1[C:33](=[O:34])[O:35][C:36]([CH3:37])([CH3:38])[CH3:39])[O:10][CH:11]([c:14]1[cH:15][cH:16][c:17]([O:20][CH2:21][c:22]2[cH:23][c:24]([Cl:29])[c:25]([Cl:28])[cH:26][cH:27]2)[cH:18][cH:19]1)[CH2:12][O:13]3)=[O:40]. The reactants are NC1=NC=C(C=C1N)Cl (2,3-diamino-5-chloropyridine), BrC(C(C)=O)C (3-bromo-2-butanone). Solvent: C(C)O (ethanol). Yields the product NC=1C=2N(C=C(C1)Cl)C(=C(N2)C)C (8-amino-6-chloro-2,3-dimethylimidazo[1,2-a]pyridine). Reaction SMILES: [NH2:1][C:2]1[C:7]([NH2:8])=[CH:6][C:5]([Cl:9])=[CH:4][N:3]=1.Br[CH:11]([CH3:15])[C:12](=O)[CH3:13]>C(O)C>[NH2:8][C:7]1[C:2]2[N:3]([C:11]([CH3:15])=[C:12]([CH3:13])[N:1]=2)[CH:4]=[C:5]([Cl:9])[CH:6]=1. Procedure details: A mixture of 2,3-diamino-5-chloropyridine (5.26 g, 36.64 mmol) and 3-bromo-2-butanone (6.2 g, 41.06 mmol) in ethanol (60 ml) was refluxed overnight. After cooling to room temperature, the crystalline product was filtered and washed with ethanol and ether. The crystals were dissolved in methylene chloride and neutralized by aqueous NaHCO3. The organic layer was separated, dried over Na2SO4 and evaporated in vacuo. Yield 3.0 g. The reactants are N1=CC=C(C=C1)N1CCN(CC1)CC(=O)C1=CC=C(OCC(=O)OC)C=C1 (Methyl 4-[2-[4-(4-pyridyl)piperazin-1-yl]acetyl]-phenoxyacetate), [OH-].[Na+] (sodium hydroxide). The solvent is O (water), CO (methanol). Conditions: temperature 4 celsius, time 2 hour. Product: N1=CC=C(C=C1)N1CCN(CC1)CC(=O)C1=CC=C(OCC(=O)O)C=C1 (4-[2-[4-(4-Pyridyl)piperazin-1-yl]acetyl]phenoxyacetic acid). RXN SMILES: [N:1]1[CH:6]=[CH:5][C:4]([N:7]2[CH2:12][CH2:11][N:10]([CH2:13][C:14]([C:16]3[CH:27]=[CH:26][C:19]([O:20][CH2:21][C:22]([O:24]C)=[O:23])=[CH:18][CH:17]=3)=[O:15])[CH2:9][CH2:8]2)=[CH:3][CH:2]=1.[OH-].[Na+]>CO.O>[N:1]1[CH:6]=[CH:5][C:4]([N:7]2[CH2:8][CH2:9][N:10]([CH2:13][C:14]([C:16]3[CH:27]=[CH:26][C:19]([O:20][CH2:21][C:22]([OH:24])=[O:23])=[CH:18][CH:17]=3)=[O:15])[CH2:11][CH2:12]2)=[CH:3][CH:2]=1 |f:1.2|. Procedure details: A stirred solution of the product of Example 1 (550 mg) in methanol (10 ml) was treated with a M sodium hydroxide solution (1.65 ml) and stirring continued for a further 2 hours. The mixture was diluted with water (10 ml) and the resulting solution concentrated in vacuo. Water (20 ml) was added and then a M hydrochloric acid solution (1.65 ml). On cooling to 4° C., a solid precipitated. This mixture was concentrated in vacuo, the solid collected and washed with ice-water, then dried to give the ... Starting materials: C(\C=C\C=CCC=CCCC)(=O)[O-] (trans-2,4,7-undecatrienoate), [H-].[Al+3].[Li+].[H-].[H-].[H-] (lithium aluminum hydride), resultant mixture, O (water). Run in CCOCC (ether), CCOCC (ether). The product is C(\C=C\C=CCC=CCCC)O (trans-2,4,7-undecatrien-1-ol). Yield: 78.0%. As a reaction SMILES: [C:1]([O-])(=[O:12])/[CH:2]=[CH:3]/[CH:4]=[CH:5][CH2:6][CH:7]=[CH:8][CH2:9][CH2:10][CH3:11].[H-].[Al+3].[Li+].[H-].[H-].[H-].O>CCOCC>[CH2:1]([OH:12])/[CH:2]=[CH:3]/[CH:4]=[CH:5][CH2:6][CH:7]=[CH:8][CH2:9][CH2:10][CH3:11] |f:1.2.3.4.5.6|. Procedure details: To a solution of ethyl trans, trans, trans-2,4,7-undecatrienoate (4.7 g) in dry ether (200 ml) was added with stirring lithium aluminum hydride (1 g) under ice-cooling little by little. The mixture was stirred for an hour at the same temperature. To the resultant mixture was added ether containing water to give insoluble materials, which were removed by filtration. The organic layer was washed with water, dried over magnesium sulfate and concentrated under reduced pressure to give colorless oily... Starting materials: CCN1CCOCC1, C=CCC(CC(=O)OC(C)(C)C)C(=O)NC(C(=O)OCc1ccccc1)C(C)(C)C, Cc1cc(Br)ccc1-c1ccccc1, CC#N. The product is Cc1cc(C=CCC(CC(=O)OC(C)(C)C)C(=O)NC(C(=O)OCc2ccccc2)C(C)(C)C)ccc1-c1ccccc1. As a reaction SMILES: [CH2:45]([N:46]1[CH2:47][CH2:48][O:49][CH2:50][CH2:51]1)[CH3:52].[CH3:1][C:2]([CH:3]([C:4](=[O:5])[O:6][CH2:7][c:8]1[cH:9][cH:10][cH:11][cH:12][cH:13]1)[NH:14][C:15](=[O:16])[CH:17]([CH2:18][C:19](=[O:20])[O:21][C:22]([CH3:23])([CH3:24])[CH3:25])[CH2:26][CH:27]=[CH2:28])([CH3:29])[CH3:30].[CH3:31][c:32]1[cH:33][c:34]([Br:44])[cH:35][cH:36][c:37]1-[c:38]1[cH:39][cH:40][cH:41][cH:42][cH:43]1.[CH3:53][C:54]#[N:55]>>[CH3:1][C:2]([CH:3]([C:4](=[O:5])[O:6][CH2:7][c:8]1[cH:9][cH:10][cH:11][cH:12][cH:13]1)[NH:14][C:15](=[O:16])[CH:17]([CH2:18][C:19](=[O:20])[O:21][C:22]([CH3:23])([CH3:24])[CH3:25])[CH2:26][CH:27]=[CH:28][c:34]1[cH:33][c:32]([CH3:31])[c:37](-[c:38]2[cH:39][cH:40][cH:41][cH:42][cH:43]2)[cH:36][cH:35]1)([CH3:29])[CH3:30]. The reactants are CCOC(C)=O, [Cl-], [Cl-], [Cl-], CC(C)Sc1ccc([N+](=O)[O-])c(Cl)c1F, [Fe+3], CN(C)C=O, O, O, O, O, O, O, O, [Zn]. The product is CC(C)Sc1ccc(N)c(Cl)c1F. As a reaction SMILES: [CH3:22][CH2:23][O:24][C:25]([CH3:26])=[O:27].[Cl-:34].[Cl-:35].[Cl-:36].[Cl:1][c:2]1[c:3]([N+:13]([O-:14])=[O:15])[cH:4][cH:5][c:6]([S:9][CH:10]([CH3:11])[CH3:12])[c:7]1[F:8].[Fe+3:37].[O:17]=[CH:18][N:19]([CH3:20])[CH3:21].[OH2:16].[OH2:28].[OH2:29].[OH2:30].[OH2:31].[OH2:32].[OH2:33].[Zn:38]>>[Cl:1][c:2]1[c:3]([NH2:13])[cH:4][cH:5][c:6]([S:9][CH:10]([CH3:11])[CH3:12])[c:7]1[F:8]. Reactants: C(#N)C1=C(C=NN1C1=CC=CC=C1)C(=O)OCC (ethyl 5-cyano-1-phenyl-4-pyrazolecarboxylate), [OH-].[K+] (potassium hydroxide). The solvent is C(C)O (ethanol). Yields the product C(=O)(O)C=1C=NN(C1C(=O)N)C1=CC=CC=C1 (4-Carboxy-1-phenyl-5-pyrazolecarboxamide). Reaction SMILES: [C:1]([C:3]1[N:7]([C:8]2[CH:13]=[CH:12][CH:11]=[CH:10][CH:9]=2)[N:6]=[CH:5][C:4]=1[C:14]([O:16]CC)=[O:15])#[N:2].[OH-:19].[K+]>C(O)C>[C:14]([C:4]1[CH:5]=[N:6][N:7]([C:8]2[CH:13]=[CH:12][CH:11]=[CH:10][CH:9]=2)[C:3]=1[C:1]([NH2:2])=[O:19])([OH:16])=[O:15] |f:1.2|. Procedure: A 4 g. portion of ethyl 5-cyano-1-phenyl-4-pyrazolecarboxylate was reacted with 2 g. of potassium hydroxide in 60 ml. of denatured ethanol substantially as described in Example 2, to obtain 2.7 g. of the desired product, m.p. 234°-235°, having the following elemental analysis. The reactants are OC(C[C@@]1(CCN(C(O1)=O)[C@@H](C)C1=CC=C(C=C1)B1OC(C(O1)(C)C)(C)C)C1=CC=CC=C1)(C)C ((S)-6-(2-hydroxy-2-methylpropyl)-6-phenyl-3-((S)-1-(4-(4,4,5,5-tetramethyl-1,3,2-dioxaborolan-2-yl)phenyl)ethyl)-1,3-oxazinan-2-one), BrC1=NC=C(N=C1)C (2-bromo-5-methylpyrazine). Product: OC(C[C@@]1(CCN(C(O1)=O)[C@@H](C)C1=CC=C(C=C1)C1=NC=C(N=C1)C)C1=CC=CC=C1)(C)C ((S)-6-(2-hydroxy-2-methylpropyl)-3-((S)-1-(4-(5-methylpyrazin-2-yl)phenyl)ethyl)-6-phenyl-1,3-oxazinan-2-one). Reaction SMILES: [OH:1][C:2]([CH3:35])([CH3:34])[CH2:3][C@@:4]1([C:28]2[CH:33]=[CH:32][CH:31]=[CH:30][CH:29]=2)[O:9][C:8](=[O:10])[N:7]([C@H:11]([C:13]2[CH:18]=[CH:17][C:16](B3OC(C)(C)C(C)(C)O3)=[CH:15][CH:14]=2)[CH3:12])[CH2:6][CH2:5]1.Br[C:37]1[CH:42]=[N:41][C:40]([CH3:43])=[CH:39][N:38]=1>>[OH:1][C:2]([CH3:34])([CH3:35])[CH2:3][C@@:4]1([C:28]2[CH:33]=[CH:32][CH:31]=[CH:30][CH:29]=2)[O:9][C:8](=[O:10])[N:7]([C@H:11]([C:13]2[CH:14]=[CH:15][C:16]([C:37]3[CH:42]=[N:41][C:40]([CH3:43])=[CH:39][N:38]=3)=[CH:17][CH:18]=2)[CH3:12])[CH2:6][CH2:5]1. Reported procedure: The title compound was prepared from (S)-6-(2-hydroxy-2-methylpropyl)-6-phenyl-3-((S)-1-(4-(4,4,5,5-tetramethyl-1,3,2-dioxaborolan-2-yl)phenyl)ethyl)-1,3-oxazinan-2-one and 2-bromo-5-methylpyrazine following a procedure analogous to that described in Example 1 Step 2. LC-MS Method 2 tR=1.257 min, m/z=388; 1H NMR (CDCl3) 1.07 (s, 3H), 1.12 (s, 3H), 1.49 (d, 3H), 2.01-2.13 (m, 4H), 2.28-2.39 (m, 1H), 2.57 (s, 3H), 2.80 (m, 1H), 5.68 (m, 1H), 7.02 (d, 2H), 7.21-7.33 (m, 5H), 7.67 (d, 2H), 8.41 (s, ... Starting materials: C(C1=CC=CC=C1)(=O)C=1OC2=C(C1)C=C(C=C2)Br (2-benzoyl-5-bromobenzofuran), [OH-].[K+] (potassium hydroxide), NN (hydrazine), C(COCCO)O (diethylene glycol). Solvent: O (water). The product is C(C1=CC=CC=C1)C=1OC2=C(C1)C=C(C=C2)Br (2-benzyl-5-bromobenzofuran). Reaction SMILES: [C:1]([C:9]1[O:10][C:11]2[CH:17]=[CH:16][C:15]([Br:18])=[CH:14][C:12]=2[CH:13]=1)(=O)[C:2]1[CH:7]=[CH:6][CH:5]=[CH:4][CH:3]=1.NN.C(O)COCCO.[OH-].[K+]>O>[CH2:1]([C:9]1[O:10][C:11]2[CH:17]=[CH:16][C:15]([Br:18])=[CH:14][C:12]=2[CH:13]=1)[C:2]1[CH:3]=[CH:4][CH:5]=[CH:6][CH:7]=1 |f:3.4|. Procedure details: A mixture of 42.2 g. (0.14 mol.) of 2-benzoyl-5-bromobenzofuran and 35 ml. of 98% hydrazine in 70 ml. of diethylene glycol is warmed for a few minutes on a steam bath. Then 23.3 g. of potassium hydroxide is added and the reaction mixture is refluxed for 2 hours. After cooling, water is added to the mixture and the resulting aqueous solution is extracted with benzene. The extract is washed with water, 10% aqueous hydrochloric acid and water, dried (MgSO4) and concentrated to yield 2-benzyl-5-brom... Yields the product C1(=CC=CC=C1)P([C@H]1C[C@H](N(C1)P(=O)(C1=CC=CC=C1)C1=CC=CC=C1)CP(C1=CC=CC=C1)C1=CC=CC=C1)C1=CC=CC=C1 ((2S,4S)-4-(diphenylphosphino)-2-[(diphenylphosphino)methyl]-1-(diphenylphosphinyl)-pyrrolidine). Starting materials: C1(=CC=CC=C1)P([C@H]1C[C@H](NC1)CP(C1=CC=CC=C1)C1=CC=CC=C1)C1=CC=CC=C1 ((2S,4S)-4-diphenylphosphino-2-diphenylphosphinomethylpyrrolidine), CN1CCOCC1 (N-methylmorpholine), C1(=CC=CC=C1)P(=O)(C1=CC=CC=C1)Cl (diphenylphosphinyl chloride). The yield is 76.8%. RXN SMILES: [C:1]1([P:7]([C:27]2[CH:32]=[CH:31][CH:30]=[CH:29][CH:28]=2)[C@@H:8]2[CH2:12][NH:11][C@H:10]([CH2:13][P:14]([C:21]3[CH:26]=[CH:25][CH:24]=[CH:23][CH:22]=3)[C:15]3[CH:20]=[CH:19][CH:18]=[CH:17][CH:16]=3)[CH2:9]2)[CH:6]=[CH:5][CH:4]=[CH:3][CH:2]=1.CN1CCOCC1.[C:40]1([P:46](Cl)([C:48]2[CH:53]=[CH:52][CH:51]=[CH:50][CH:49]=2)=[O:47])[CH:45]=[CH:44][CH:43]=[CH:42][CH:41]=1>C1(C)C=CC=CC=1>[C:1]1([P:7]([C:27]2[CH:32]=[CH:31][CH:30]=[CH:29][CH:28]=2)[C@@H:8]2[CH2:12][N:11]([P:46]([C:48]3[CH:49]=[CH:50][CH:51]=[CH:52][CH:53]=3)([C:40]3[CH:45]=[CH:44][CH:43]=[CH:42][CH:41]=3)=[O:47])[C@H:10]([CH2:13][P:14]([C:15]3[CH:20]=[CH:19][CH:18]=[CH:17][CH:16]=3)[C:21]3[CH:22]=[CH:23][CH:24]=[CH:25][CH:26]=3)[CH2:9]2)[CH:6]=[CH:5][CH:4]=[CH:3][CH:2]=1. Reaction conditions: time 7 hour. Solvent: C1(=CC=CC=C1)C (toluene), C1(=CC=CC=C1)C (toluene). Procedure: 1.01 g (2.23 mmol) of (2S,4S)-4-diphenylphosphino-2-diphenylphosphinomethylpyrrolidine, 1.46 ml (13.38 mmol) of N-methylmorpholine and 30 ml of toluene were placed in a 500 ml sulphonation flask which was provided with a stirrer, thermometer, dropping funnel and argon gasification. While stirring there was then added dropwise thereto at room temperature within 10 minutes a solution of 0.79 g (3.35 mmol) of diphenylphosphinyl chloride in 10 ml of toluene. The reaction was finished after 7 hours. ...